Task: describe an organic reaction: reactants, conditions, products, and yield. Dataset: the Open Reaction Database (ORD), a public repository of structured organic reaction records The reactants are CO (methanol), [OH-].[K+] (potassium hydroxide), C(C)O (ethanol), C1(=CC=CC=C1)C(C(C)=O)C1=CC=CC=C1 (diphenylacetone), BrC1=CC=C(C=C1)C(=O)C(=O)C1=CC=C(C=C1)Br (4,4′-dibromobenzil), C(C)O (ethanol). The product is C1(=CC=CC=C1)C=1C(C(=C(C1C1=CC=C(C=C1)Br)C1=CC=C(C=C1)Br)C1=CC=CC=C1)=O (2,5-Diphenyl-3,4-di(4-bromophenyl)cyclopentadienone). Isolated yield 84.0%. Reaction SMILES: [OH-:1].[K+].[C:3]1([CH:9]([C:13]2[CH:18]=[CH:17][CH:16]=[CH:15][CH:14]=2)C(=O)C)[CH:8]=[CH:7][CH:6]=[CH:5][CH:4]=1.[Br:19][C:20]1[CH:25]=[CH:24][C:23]([C:26]([C:28]([C:30]2[CH:35]=[CH:34][C:33]([Br:36])=[CH:32][CH:31]=2)=O)=O)=[CH:22][CH:21]=1.CO.[CH2:39](O)[CH3:40]>>[C:13]1([C:9]2[C:3](=[O:1])[C:8]([C:7]3[CH:6]=[CH:5][CH:4]=[CH:40][CH:39]=3)=[C:28]([C:30]3[CH:35]=[CH:34][C:33]([Br:36])=[CH:32][CH:31]=3)[C:26]=2[C:23]2[CH:24]=[CH:25][C:20]([Br:19])=[CH:21][CH:22]=2)[CH:14]=[CH:15][CH:16]=[CH:17][CH:18]=1 |f:0.1|. Procedure details: A solution of potassium hydroxide (1.60 g, 29 mmol) in ethanol (30 mL) was added to a warmed (75° C.) solution of diphenylacetone (12.0 g, 57 mmol) and 4,4′-dibromobenzil (21.0 g, 57 mmol) in ethanol (130 mL). The resulting dark brown solution was poured into methanol, and the dark precipitate filtered to give (9) (26.0 g, 84%). The reactants are Cc1cccc(CN)c1, COC(=O)c1c(I)cccc1CBr, CCOC(C)=O, Cc1ccccc1, CCCCCC, [K+], [K+], O=C([O-])[O-]. RXN SMILES: [CH3:14][c:15]1[cH:16][c:17]([CH2:18][NH2:19])[cH:20][cH:21][cH:22]1.[CH3:1][O:2][C:3]([c:4]1[c:5]([CH2:11][Br:12])[cH:6][cH:7][cH:8][c:9]1[I:10])=[O:13].[CH3:29][CH2:30][O:31][C:32](=[O:33])[CH3:34].[CH3:35][c:36]1[cH:37][cH:38][cH:39][cH:40][cH:41]1.[CH3:42][CH2:43][CH2:44][CH2:45][CH2:46][CH3:47].[K+:23].[K+:24].[O-:25][C:26]([O-:27])=[O:28]>>[C:3]1(=[O:13])[c:4]2[c:5]([cH:6][cH:7][cH:8][c:9]2[I:10])[CH2:11][N:19]1[CH2:18][c:17]1[cH:16][c:15]([CH3:14])[cH:22][cH:21][cH:20]1. Yields the product Cc1cccc(CN2Cc3cccc(I)c3C2=O)c1. The reactants are O.C1(=CC=C(C=C1)S(=O)(=O)O)C (p-toluenesulfonic acid monohydrate), N1CCCC1 (Pyrrolidine), C(C1=CC=CC=C1)OC=1C(=NC(=CC1)C1=C(C(=C(C=C1)OC)C=O)C)C(=O)OC (Methyl 3-(benzyloxy)-6-(3-formyl-4-methoxy-2-methylphenyl)pyridine-2-carboxylate), CC1(CC(CC(C1)=O)=O)C (5,5-dimethylcyclohexane-1,3-dione), C(C)O (ethanol). Run in CCCCCC (hexane), O (water), C(Cl)(Cl)Cl (chloroform). Conditions: temperature 80 celsius, time 2 hour. Yields the product C(C1=CC=CC=C1)OC=1C(=NC(=CC1)C1=C(C(=C(C=C1)OC)C1C=2C(CC(CC2OC=2CC(CC(C12)=O)(C)C)(C)C)=O)C)C(=O)OC (Methyl 3-(benzyloxy)-6-[4-methoxy-2-methyl-3-(3,3,6,6-tetramethyl-1,8-dioxo-2,3,4,5,6,7,8,9-octahydro-1H-xanthen-9-yl)phenyl]pyridine-2-carboxylate). The yield is 81.0%. As a reaction SMILES: N1CCCC1.[CH2:6]([O:13][C:14]1[C:15]([C:31]([O:33][CH3:34])=[O:32])=[N:16][C:17]([C:20]2[CH:25]=[CH:24][C:23]([O:26][CH3:27])=[C:22]([CH:28]=O)[C:21]=2[CH3:30])=[CH:18][CH:19]=1)[C:7]1[CH:12]=[CH:11][CH:10]=[CH:9][CH:8]=1.[CH3:35][C:36]1([CH3:44])[CH2:41][C:40](=[O:42])[CH2:39][C:38](=[O:43])[CH2:37]1.O.[C:46]1([CH3:56])[CH:51]=C[C:49](S(O)(=O)=O)=[CH:48][CH:47]=1.[CH2:57]([OH:59])[CH3:58]>C(Cl)(Cl)Cl.CCCCCC.O>[CH2:6]([O:13][C:14]1[C:15]([C:31]([O:33][CH3:34])=[O:32])=[N:16][C:17]([C:20]2[CH:25]=[CH:24][C:23]([O:26][CH3:27])=[C:22]([CH:28]3[C:49]4[C:57](=[O:59])[CH2:58][C:46]([CH3:56])([CH3:51])[CH2:47][C:48]=4[O:42][C:40]4[CH2:41][C:36]([CH3:44])([CH3:35])[CH2:37][C:38](=[O:43])[C:39]3=4)[C:21]=2[CH3:30])=[CH:18][CH:19]=1)[C:7]1[CH:8]=[CH:9][CH:10]=[CH:11][CH:12]=1 |f:3.4|. Procedure details: Pyrrolidine (0.057 ml, 0.69 mmol) was added to a suspension of the methyl 3-(benzyloxy)-6-(3-formyl-4-methoxy-2-methylphenyl)pyridine-2-carboxylate produced in Example 11-1 (3.02 g) and 5,5-dimethylcyclohexane-1,3-dione (2.23 g, 15.92 mmol) in ethanol (60 ml) at room temperature, and the mixture thus obtained was then stirred at 80° C. for 2 hours. After air-cooling, the solvent was distilled away from the reaction solution under reduced pressure. The residue thus obtained was dissolved in chlor... The reactants are Br, ClC(Cl)Cl, COc1ccc(F)cc1CO. The product is COc1ccc(F)cc1CBr. Reaction SMILES: [BrH:1].[Cl:13][CH:14]([Cl:15])[Cl:16].[F:2][c:3]1[cH:4][cH:5][c:6]([O:11][CH3:12])[c:7]([CH2:9][OH:10])[cH:8]1>>[Br:1][CH2:9][c:7]1[c:6]([O:11][CH3:12])[cH:5][cH:4][c:3]([F:2])[cH:8]1. Procedure details: N-(3-Chloromethyl-phenyl)-2-[5-cyclohexyl-1-(3,3-dimethyl-2-oxo-butyl)-2-oxo-1,2-dihydro-3H-1,3,4-benzotriazepin-3-yl]-acetamide (Example 49, step a) (52 mg, 0.0 mmol) was reacted with thiourea (7.6 mg, 0.0 mmol) and NaI (2 mg) in refluxing acetone (10 ml) for 3 h. After cooling, the solvents were concentrated in vacuo, affording the title compound as a yellow solid after trituration with Et2O (18 mg, 30%). 1H NMR (DMSO-d6) 9.89 (1H, br s), 8.99 (3H, br s), 7.75-7.46 (3H, m), 7.29-7.04 (5H, m), ... Solvent: CC(=O)C (acetone). Reaction SMILES: Cl[CH2:2][C:3]1[CH:4]=[C:5]([NH:9][C:10](=[O:37])[CH2:11][N:12]2[N:18]=[C:17]([CH:19]3[CH2:24][CH2:23][CH2:22][CH2:21][CH2:20]3)[C:16]3[CH:25]=[CH:26][CH:27]=[CH:28][C:15]=3[N:14]([CH2:29][C:30](=[O:35])[C:31]([CH3:34])([CH3:33])[CH3:32])[C:13]2=[O:36])[CH:6]=[CH:7][CH:8]=1.[NH2:38][C:39]([NH2:41])=[S:40].[Na+].[I-]>CC(C)=O>[C:39]([S:40][CH2:2][C:3]1[CH:4]=[C:5]([NH:9][C:10](=[O:37])[CH2:11][N:12]2[N:18]=[C:17]([CH:19]3[CH2:24][CH2:23][CH2:22][CH2:21][CH2:20]3)[C:16]3[CH:25]=[CH:26][CH:27]=[CH:28][C:15]=3[N:14]([CH2:29][C:30](=[O:35])[C:31]([CH3:34])([CH3:33])[CH3:32])[C:13]2=[O:36])[CH:6]=[CH:7][CH:8]=1)(=[NH:38])[NH2:41] |f:2.3|. The reactants are ClCC=1C=C(C=CC1)NC(CN1C(N(C2=C(C(=N1)C1CCCCC1)C=CC=C2)CC(C(C)(C)C)=O)=O)=O (N-(3-Chloromethyl-phenyl)-2-[5-cyclohexyl-1-(3,3-dimethyl-2-oxo-butyl)-2-oxo-1,2-dihydro-3H-1,3,4-benzotriazepin-3-yl]-acetamide), NC(=S)N (thiourea), [Na+].[I-] (NaI). Yields the product C(N)(=N)SCC=1C=C(C=CC1)NC(CN1C(N(C2=C(C(=N1)C1CCCCC1)C=CC=C2)CC(C(C)(C)C)=O)=O)=O (N-(3-Carbamimidoylsulfanylmethyl-phenyl)-2-[5-cyclohexyl-1-(3,3-dimethyl-2-oxo-butyl)-2-oxo-1,2-dihydro-3H-1,3,4-benzotriazepin-3-yl]-acetamide). Reactants: intermediate 46, C(CC)(=O)NC=1SC2=C(N1)C=CC(=C2)OS(=O)(=O)C2=CC=C(C=C2)F (4-fluorobenzenesulfonic acid 2-propionylaminobenzothiazol-6-yl ester), NC=1SC2=C(N1)C=CC(=C2)OS(=O)(=O)C2=CC=C(C=C2)F (4-fluorobenzenesulfonic acid 2-aminobenzothiazol-6-yl ester), NC=1SC2=C(N1)C=CC(=C2)OS(=O)(=O)C2=CC=C(C=C2)F (4-fluorobenzenesulfonic acid 2-aminobenzothiazol-6-yl ester), C(CC)(=O)O (propionic acid). Procedure: According to the method of intermediate 46, 4-fluorobenzenesulfonic acid 2-propionylaminobenzothiazol-6-yl ester is prepared via the action of 4-fluorobenzenesulfonic acid 2-aminobenzothiazol-6-yl ester (intermediate 16, brevetbenzothiazole_V2) with propionic acid. The product, 0.397 g, is obtained in a yield of 93%. The yield is 93.0%. Product: C(CC)(=O)C=1SC2=C(N1)C(=CC(=C2)OS(=O)(=O)C2=CC=C(C=C2)F)N (4-fluorobenzenesulfonic acid 2-propionyl-aminobenzothiazol-6-yl ester). Reaction SMILES: C(N[C:6]1[S:7][C:8]2[CH:14]=[C:13]([O:15][S:16]([C:19]3[CH:24]=[CH:23][C:22]([F:25])=[CH:21][CH:20]=3)(=[O:18])=[O:17])[CH:12]=[CH:11][C:9]=2[N:10]=1)(=O)CC.[NH2:26]C1SC2C=C(OS(C3C=CC(F)=CC=3)(=O)=O)C=CC=2N=1.[C:47]([OH:51])(=O)[CH2:48][CH3:49]>>[C:47]([C:6]1[S:7][C:8]2[CH:14]=[C:13]([O:15][S:16]([C:19]3[CH:20]=[CH:21][C:22]([F:25])=[CH:23][CH:24]=3)(=[O:17])=[O:18])[CH:12]=[C:11]([NH2:26])[C:9]=2[N:10]=1)(=[O:51])[CH2:48][CH3:49]. Starting materials: O=C1CCC(=O)N1Br, Cc1ccc(C(=O)OCC[Si](C)(C)C)s1, ClC(Cl)(Cl)Cl, [Hg], CC(C)(C#N)N=NC(C)(C)C#N. The product is C[Si](C)(C)CCOC(=O)c1ccc(CBr)s1. Reaction SMILES: [Br:16][N:17]1[C:18](=[O:19])[CH2:20][CH2:21][C:22]1=[O:23].[CH3:1][Si:2]([CH2:3][CH2:4][O:5][C:6](=[O:7])[c:8]1[s:9][c:10]([CH3:13])[cH:11][cH:12]1)([CH3:14])[CH3:15].[Cl:36][C:37]([Cl:38])([Cl:39])[Cl:40].[Hg:41].[N:24]([C:25]([CH3:26])([CH3:27])[C:28]#[N:29])=[N:30][C:31]([CH3:32])([CH3:33])[C:34]#[N:35]>>[CH3:1][Si:2]([CH2:3][CH2:4][O:5][C:6](=[O:7])[c:8]1[s:9][c:10]([CH2:13][Br:16])[cH:11][cH:12]1)([CH3:14])[CH3:15]. Reported procedure: A solution of [2-(7-hydroxy-1H-indol-3-yl)-1,1-dimethyl-ethyl]-carbamic acid tert-butyl ester (609 mg, 2.0 mmol) is dissolved in dry dimethylformamide (30 ml) under a nitrogen atmosphere and treated with sodium hydride (84 mg, 2.1 mmol, 60% dispersion in oil) added portion-wise over a 10 minute period. The mixture is cooled in an ice/water bath and methyl-2-chloroacetate (434 mg, 4.0 mmol) is added drop-wise over 20 minutes. The ice bath is removed and the mixture stirred at room temperature for... As a reaction SMILES: [C:1]([O:5][C:6](=[O:22])[NH:7][C:8]([CH3:21])([CH3:20])[CH2:9][C:10]1[C:18]2[C:13](=[C:14](O)[CH:15]=[CH:16][CH:17]=2)[NH:12][CH:11]=1)([CH3:4])([CH3:3])[CH3:2].[H-].[Na+].[CH3:25][O:26][C:27](=[O:30])CCl.CN(C)[CH:33]=[O:34]>>[C:1]([O:5][C:6](=[O:22])[NH:7][C:8]([CH3:21])([CH3:20])[CH2:9][C:10]1[C:18]2[C:13](=[C:14]([C:27]([O:26][CH2:25][O:34][CH3:33])=[O:30])[CH:15]=[CH:16][CH:17]=2)[NH:12][CH:11]=1)([CH3:4])([CH3:3])[CH3:2] |f:1.2|. Yield: 30.0%. Product: C(C)(C)(C)OC(NC(CC1=CNC2=C(C=CC=C12)C(=O)OCOC)(C)C)=O ([2-(7-(methoxycarbomethoxy)-1H-indol-3-yl)-1,1-dimethyl-ethyl]-carbamic acid tert-butyl ester). Run at time 15 hour. The reactants are [H-].[Na+] (sodium hydride), C(C)(C)(C)OC(NC(CC1=CNC2=C(C=CC=C12)O)(C)C)=O ([2-(7-hydroxy-1H-indol-3-yl)-1,1-dimethyl-ethyl]-carbamic acid tert-butyl ester), CN(C=O)C (dimethylformamide), COC(CCl)=O (methyl-2-chloroacetate).